Dataset: the Open Reaction Database (ORD), a public repository of structured organic reaction records. Task: describe an organic reaction: reactants, conditions, products, and yield RXN SMILES: [CH3:25][OH:26].[CH:1](=[O:2])[CH:3]1[CH2:4][CH2:5][N:6]([C:9](=[O:10])[O:11][C:12]([CH3:13])([CH3:14])[CH3:15])[CH2:7][CH2:8]1.[ClH:16].[NH2:17][OH:18].[Na+:19].[Na+:20].[O-:21][C:22](=[O:23])[O-:24].[OH2:27]>>[CH:1]([CH:3]1[CH2:4][CH2:5][N:6]([C:9](=[O:10])[O:11][C:12]([CH3:13])([CH3:14])[CH3:15])[CH2:7][CH2:8]1)=[N:17][OH:18]. Yields the product CC(C)(C)OC(=O)N1CCC(C=NO)CC1. Starting materials: CO, CC(C)(C)OC(=O)N1CCC(C=O)CC1, Cl, NO, [Na+], [Na+], O=C([O-])[O-], O. Starting materials: C1(CC1)C=1NC(=C(N1)C)C=1C(=CC(=C(C(=O)OC)C1)C)C (methyl 5-(2-cyclopropyl-4-methyl-1H-imidazol-5-yl)-2,4-dimethylbenzoate), COC1CCC(CC1)C=O (4-methoxycyclohexanecarbaldehyde), COC1CCC(CC1)C=O (4-methoxycyclohexanecarbaldehyde), CC1=C(C=C(C(=O)OC)C=C1)B1OC(C(O1)(C)C)(C)C (Methyl 4-methyl-3-(4,4,5,5-tetramethyl-1,3,2-dioxaborolan-2-yl)benzoate), CC1=C(C(=O)OC)C=C(C(=C1)C)B1OC(C(O1)(C)C)(C)C (methyl 2,4-dimethyl-5-(4,4,5,5-tetramethyl-1,3,2-dioxaborolan-2-yl)benzoate), CC1=C(C=C(C(=O)OC)C=C1)B1OC(C(O1)(C)C)(C)C (Methyl 4-methyl-3-(4,4,5,5-tetramethyl-1,3,2-dioxaborolan-2-yl)benzoate), CC1=C(C(=O)OC)C=C(C(=C1)C)B1OC(C(O1)(C)C)(C)C (methyl 2,4-dimethyl-5-(4,4,5,5-tetramethyl-1,3,2-dioxaborolan-2-yl)benzoate). The product is COC1CCC(CC1)C=1NC(=C(N1)C)C=1C=C(C(=O)OC)C=CC1C (methyl 3-(2-(4-methoxycyclohexyl)-4-methyl-1H-imidazol-5-yl)-4-methylbenzoate). Reaction SMILES: [CH:1]1([C:4]2[NH:5][C:6]([C:10]3[C:11]([CH3:21])=[CH:12][C:13](C)=[C:14]([CH:19]=3)[C:15]([O:17][CH3:18])=[O:16])=[C:7]([CH3:9])[N:8]=2)[CH2:3][CH2:2]1.[CH3:22][O:23][CH:24]1CCC(C=O)[CH2:26][CH2:25]1.CC1C=CC(C(OC)=O)=CC=1B1OC(C)(C)C(C)(C)O1.CC1C=C(C)C(B2OC(C)(C)C(C)(C)O2)=CC=1C(OC)=O>>[CH3:22][O:23][CH:24]1[CH2:25][CH2:26][CH:1]([C:4]2[NH:5][C:6]([C:10]3[CH:19]=[C:14]([CH:13]=[CH:12][C:11]=3[CH3:21])[C:15]([O:17][CH3:18])=[O:16])=[C:7]([CH3:9])[N:8]=2)[CH2:2][CH2:3]1. Procedure details: The title compound was prepared using standard chemical manipulations and procedures similar to those used for the preparation of compound 160.3, except 4-methoxycyclohexanecarbaldehyde (compound 300.2) was used instead of cyclopropanecarbaldehyde and methyl 4-methyl-3-(4,4,5,5-tetramethyl-1,3,2-dioxaborolan-2-yl)benzoate (compound 5.4) was used instead of except methyl 2,4-dimethyl-5-(4,4,5,5-tetramethyl-1,3,2-dioxaborolan-2-yl)benzoate (compound 160.1). Starting materials: N[C@@H](CC(C)C)C(=O)NCC(=O)O (leucylglycine), C(C)O (ethanol), O=S(Cl)Cl (SOCl2). Conditions: time 8 hour. Yields the product Cl.C(C)OC(CNC([C@@H](N)CC(C)C)=O)=O (L-Leucylglycine Ethyl Ester Hydrochloride). As a reaction SMILES: [NH2:1][C@H:2]([C:7]([NH:9][CH2:10][C:11]([OH:13])=[O:12])=[O:8])[CH2:3][CH:4]([CH3:6])[CH3:5].O=S(Cl)[Cl:16].[CH2:18](O)[CH3:19]>>[ClH:16].[CH2:18]([O:12][C:11](=[O:13])[CH2:10][NH:9][C:7](=[O:8])[C@H:2]([CH2:3][CH:4]([CH3:5])[CH3:6])[NH2:1])[CH3:19] |f:3.4|. Procedure details: To a solution of leucylglycine (5 g, 27 mmol) in 30 ml ethanol cooled to 0° was added SOCl2 (4.1 g, 35 mmol). The reaction solution was stirred overnight at room temperature. The ethanol was removed in vacuo, yielding a glassy product with a consistent mass spectrum, nmr and a single peak in the HPLC. Starting materials: O(C1=CC=CC=C1)C=1C=C(C=O)C=CC1 (3-Phenoxybenzaldehyde), ClC(=CC1C(C1C(=O)Cl)(C)C)Cl (3-(2,2-Dichloroethenyl)-2,2-dimethylcyclopropanecarbonyl chloride), [C-]#N.[Na+] (Sodium cyanide), O1CCCC1 (tetrahydrofuran), resultant solution, acyl chloride. Run in O1CCCC1.O (tetrahydrofuran water), O (water). Run at time 2 hour. The product is ClC(=CC1C(C1C(=O)OC(C1=CC(=CC=C1)OC1=CC=CC=C1)C#N)(C)C)Cl (α-cyano-3-phenoxybenzyl 3-(2,2-dichloroethenyl)-2,2-dimethylcyclopropanecarboxylate). RXN SMILES: [C-:1]#[N:2].[Na+].O1CCCC1.[O:9]([C:16]1[CH:17]=[C:18]([CH:21]=[CH:22][CH:23]=1)[CH:19]=[O:20])[C:10]1[CH:15]=[CH:14][CH:13]=[CH:12][CH:11]=1.[Cl:24][C:25]([Cl:35])=[CH:26][CH:27]1[CH:29]([C:30](Cl)=[O:31])[C:28]1([CH3:34])[CH3:33]>O1CCCC1.O.O>[Cl:24][C:25]([Cl:35])=[CH:26][CH:27]1[CH:29]([C:30]([O:20][CH:19]([C:1]#[N:2])[C:18]2[CH:21]=[CH:22][CH:23]=[C:16]([O:9][C:10]3[CH:11]=[CH:12][CH:13]=[CH:14][CH:15]=3)[CH:17]=2)=[O:31])[C:28]1([CH3:34])[CH3:33] |f:0.1,5.6|. Procedure details: Sodium cyanide (0.765 g, 15.6 mmole), along with 20 ml of 2:1 tetrahydrofuran:water by volume, was charged to a reaction flask, and the resultant solution was stirred while the temperature was raised to 40°. 3-Phenoxybenzaldehyde (2.06 g, 10 mmole) was added in 5 ml of the tetrahydrofuran/water mixture (25 ml total). 3-(2,2-Dichloroethenyl)-2,2-dimethylcyclopropanecarbonyl chloride (2.84 g, 12.5 mmole) was then added to the flask dropwise over a 10 minute period. The temperature of the reaction ... Reactants: ( 2 ), C(C)(=O)O[C@H]1[C@@H](O[C@@H]([C@H]([C@@H]1OC(C)=O)OC(C)=O)COC(C)=O)C1=CC(=C(C=C1)Cl)CC=1SC(=CC1)C=1N=NN(N1)COCC1=CC=CC=C1 (1-(2,3,4,6-tetra-O-acetyl-β-D-glucopyranosyl)-3-(5-(2-benzyloxymethyl-2H-tetrazol-5-yl)-2-thienylmethyl)-4-chlorobenzene), Cl (hydrochloric acid). Solvent: CO (methanol). The product is [C@@H]1([C@H](O)[C@@H](O)[C@H](O)[C@H](O1)CO)C1=CC(=C(C=C1)Cl)CC=1SC(=CC1)C1=NN=NN1 (1-(β-D-glucopyranosyl)-4-chloro-3-(5-(1H-tetrazol-5-yl)-2-thienylmethyl)benzene). The yield is 115.4%. RXN SMILES: C([O:4][C@@H:5]1[C@@H:10]([O:11]C(=O)C)[C@H:9]([O:15]C(=O)C)[C@@H:8]([CH2:19][O:20]C(=O)C)[O:7][C@H:6]1[C:24]1[CH:29]=[CH:28][C:27]([Cl:30])=[C:26]([CH2:31][C:32]2[S:33][C:34]([C:37]3[N:38]=[N:39][N:40](COCC4C=CC=CC=4)[N:41]=3)=[CH:35][CH:36]=2)[CH:25]=1)(=O)C.Cl>CO>[C@@H:6]1([C:24]2[CH:29]=[CH:28][C:27]([Cl:30])=[C:26]([CH2:31][C:32]3[S:33][C:34]([C:37]4[NH:38][N:39]=[N:40][N:41]=4)=[CH:35][CH:36]=3)[CH:25]=2)[O:7][C@H:8]([CH2:19][OH:20])[C@@H:9]([OH:15])[C@H:10]([OH:11])[C@H:5]1[OH:4]. Procedure details: 1-(2,3,4,6-tetra-O-acetyl-β-D-glucopyranosyl)-3-(5-bromo-2-thienylmethyl)-4-chlorobenzene obtained in Example 128-(4) and (2-benzyloxymethyl-2H-tetrazol-5-yl)tri-n-butyltin (see Tetrahedron Lett. (2000) 2805) were treated in a manner similar to Example 128-(5) to give 1-(2,3,4,6-tetra-O-acetyl-β-D-glucopyranosyl)-3-(5-(2-benzyloxymethyl-2H-tetrazol-5-yl)-2-thienylmethyl)-4-chlorobenzene as colorless solid. APCI-Mass m/Z 727/729 (M+H). (2) A mixture of 1-(2,3,4,6-tetra-O-acetyl-β-D-glucopyranosyl...